From a dataset of the Open Reaction Database (ORD), a public repository of structured organic reaction records. describe an organic reaction: reactants, conditions, products, and yield Reactants: O (water), OC1(C(CCCC1)NS(=O)(=O)C(C)C)C1=CC=C(OCC#N)C=C1 (2-[4-(1-hydroxy-2-{[(methylethyl)sulfonyl]amino}cyclohexyl)phenoxy]ethanenitrile), COCCO[AlH2-]OCCOC.[Na+] (Red-Al), solution. Run in C1CCOC1.C1(=CC=CC=C1)C (THF toluene), C1(=CC=CC=C1)C (toluene). Product: NCCOC1=CC=C(C=C1)C1(C(CCCC1)NS(=O)(=O)C(C)C)O ({2-[4-(2-aminoethoxy)phenyl]-2-hydroxycyclohexyl}[(methylethyl)sulfonyl]amine). Isolated yield 118.1%. Reaction SMILES: [OH:1][C:2]1([C:15]2[CH:24]=[CH:23][C:18]([O:19][CH2:20][C:21]#[N:22])=[CH:17][CH:16]=2)[CH2:7][CH2:6][CH2:5][CH2:4][CH:3]1[NH:8][S:9]([CH:12]([CH3:14])[CH3:13])(=[O:11])=[O:10].COCCO[AlH2-]OCCOC.[Na+].O>C1COCC1.C1(C)C=CC=CC=1.C1(C)C=CC=CC=1>[NH2:22][CH2:21][CH2:20][O:19][C:18]1[CH:23]=[CH:24][C:15]([C:2]2([OH:1])[CH2:7][CH2:6][CH2:5][CH2:4][CH:3]2[NH:8][S:9]([CH:12]([CH3:13])[CH3:14])(=[O:11])=[O:10])=[CH:16][CH:17]=1 |f:1.2,4.5|. Procedure details: Into a 100 mL, 3 neck flask with stirrer, 2-[4-(1-hydroxy-2-{[(methylethyl)sulfonyl]amino}cyclohexyl)phenoxy]ethanenitrile (400 mg) in THF-toluene 1:1 (30 mL) was added dropwise to Red-Al® (3 mL, 65% solution in toluene) while stirring at room temperature under a nitrogen atmosphere. The reaction mixture was then stirred for two hours at this temperature. The mixture was poured into water and the desired material was extracted with ethyl acetate. The organic layer was washed once with water, dri... Reactants: ClC=1C(N(C(=CC1OCC1=CC=C(C=C1)OC)C)C1=CC(=NC=C1C)C1=NC(=NC=C1)C(C)(C)O)=O (3-chloro-2′-(2-(2-hydroxypropan-2-yl)pyrimidin-4-yl)-4-((4-methoxybenzyl)oxy)-5′,6-dimethyl-2H-[1,4′-bipyridin]-2-one), FC(C(=O)O)(F)F (trifluoroacetic acid). Solvent: ClCCl (dichloromethane). Product: ClC=1C(N(C(=CC1O)C)C1=CC(=NC=C1C)C1=NC(=NC=C1)C(C)(C)O)=O (3-chloro-4-hydroxy-2′-(2-(2-hydroxypropan-2-yl)pyrimidin-4-yl)-5′,6-dimethyl-2H-[1,4′-bipyridin]-2-one). Isolated yield 87.9%. RXN SMILES: [Cl:1][C:2]1[C:3](=[O:36])[N:4]([C:19]2[C:24]([CH3:25])=[CH:23][N:22]=[C:21]([C:26]3[CH:31]=[CH:30][N:29]=[C:28]([C:32]([OH:35])([CH3:34])[CH3:33])[N:27]=3)[CH:20]=2)[C:5]([CH3:18])=[CH:6][C:7]=1[O:8]CC1C=CC(OC)=CC=1.FC(F)(F)C(O)=O>ClCCl>[Cl:1][C:2]1[C:3](=[O:36])[N:4]([C:19]2[C:24]([CH3:25])=[CH:23][N:22]=[C:21]([C:26]3[CH:31]=[CH:30][N:29]=[C:28]([C:32]([OH:35])([CH3:33])[CH3:34])[N:27]=3)[CH:20]=2)[C:5]([CH3:18])=[CH:6][C:7]=1[OH:8]. Procedure details: To a solution of 3-chloro-2′-(2-(2-hydroxypropan-2-yl)pyrimidin-4-yl)-4-((4-methoxybenzyl)oxy)-5′,6-dimethyl-2H-[1,4′-bipyridin]-2-one (2.53 g, 5.00 mmol) in dichloromethane (20 mL) was added trifluoroacetic acid (1.0 mL). The solution was stirred for several hours at room temperature. The solution was concentrated, diluted with water and extracted several times with ethyl acetate. The combined organic layers were dried (MgSO4), filtered and concentrated to provide 1.7 g of the title compound: M... Reported procedure: To a solution of potassium t-butoxide (16.8 g, 0.15 mol) in t-butanol (300 ml) was added methyl 1-benzoyl-4-oxo-3-piperidinecarboxylic acid (36.1 g, 0.146 mol) according to the method of G. Stork, J. Am. Chem. Soc. 68, 1053 (1946). The mixture was stirred 1 hour and 2-bromobenzyl bromide was added dropwise in a solution of t-butanol. The reaction was heated to reflux for 2 days, cooled and filtered. The salts were washed with ether and the organic filtrate was washed with 5% hydrochloric acid (1... Conditions: time 1 hour. Isolated yield 37.0%. Solvent: C(C)(C)(C)O (t-butanol), C(C)(C)(C)O (t-butanol). The reactants are CC(C)([O-])C.[K+] (potassium t-butoxide), CC1N(CCC(C1C(=O)O)=O)C(C1=CC=CC=C1)=O (methyl 1-benzoyl-4-oxo-3-piperidinecarboxylic acid), BrC1=C(CBr)C=CC=C1 (2-bromobenzyl bromide). Product: CC1N(CCC(C1(C(=O)O)CC1=C(C=CC=C1)Br)=O)C(C1=CC=CC=C1)=O (Methyl 1-(benzoyl)-3-[(2-bromophenyl)methyl]-4-oxo-3-piperidinecarboxylic acid). Reaction SMILES: CC(C)([O-])C.[K+].[CH3:7][CH:8]1[CH:13]([C:14]([OH:16])=[O:15])[C:12](=[O:17])[CH2:11][CH2:10][N:9]1[C:18](=[O:25])[C:19]1[CH:24]=[CH:23][CH:22]=[CH:21][CH:20]=1.[Br:26][C:27]1[CH:34]=[CH:33][CH:32]=[CH:31][C:28]=1[CH2:29]Br>C(O)(C)(C)C>[CH3:7][CH:8]1[C:13]([CH2:29][C:28]2[CH:31]=[CH:32][CH:33]=[CH:34][C:27]=2[Br:26])([C:14]([OH:16])=[O:15])[C:12](=[O:17])[CH2:11][CH2:10][N:9]1[C:18](=[O:25])[C:19]1[CH:24]=[CH:23][CH:22]=[CH:21][CH:20]=1 |f:0.1|. Starting materials: CC(C)(C)OC(=O)N1CCCCC1CCOc1ccccc1CCc1ccccc1, Cl, C1COCCO1. The product is Cl, c1ccc(CCc2ccccc2OCCC2CCCCN2)cc1. Reaction SMILES: [C:2]([O:3][C:4](=[O:5])[N:9]1[CH:10]([CH2:15][CH2:16][O:17][c:18]2[c:19]([CH2:24][CH2:25][c:26]3[cH:27][cH:28][cH:29][cH:30][cH:31]3)[cH:20][cH:21][cH:22][cH:23]2)[CH2:11][CH2:12][CH2:13][CH2:14]1)([CH3:6])([CH3:7])[CH3:8].[ClH:1].[O:32]1[CH2:33][CH2:34][O:35][CH2:36][CH2:37]1>>[ClH:1].[NH:9]1[CH:10]([CH2:15][CH2:16][O:17][c:18]2[c:19]([CH2:24][CH2:25][c:26]3[cH:27][cH:28][cH:29][cH:30][cH:31]3)[cH:20][cH:21][cH:22][cH:23]2)[CH2:11][CH2:12][CH2:13][CH2:14]1. Starting materials: ClCCl, O=C=NS(=O)(=O)c1ccccc1[N+](=O)[O-], COC1=NC(Cl)=NC(N)N1C(F)F. Product: COC1=NC(Cl)=NC(NC(=O)NS(=O)(=O)c2ccccc2[N+](=O)[O-])N1C(F)F. RXN SMILES: [CH2:29]([Cl:30])[Cl:31].[N+:14](=[O:15])([O-:16])[c:17]1[c:18]([S:23](=[O:24])(=[O:25])[N:26]=[C:27]=[O:28])[cH:19][cH:20][cH:21][cH:22]1.[NH2:1][CH:2]1[N:3]([CH:11]([F:12])[F:13])[C:4]([O:9][CH3:10])=[N:5][C:6]([Cl:8])=[N:7]1>>[NH:1]([CH:2]1[N:3]([CH:11]([F:12])[F:13])[C:4]([O:9][CH3:10])=[N:5][C:6]([Cl:8])=[N:7]1)[C:27]([NH:26][S:23]([c:18]1[c:17]([N+:14](=[O:15])[O-:16])[cH:22][cH:21][cH:20][cH:19]1)(=[O:24])=[O:25])=[O:28].